Dataset: the Open Reaction Database (ORD), a public repository of structured organic reaction records. Task: describe an organic reaction: reactants, conditions, products, and yield Starting materials: ClC1=CC=C(C=C1)SC1=C(N=C(N1)C1=CC=CC=C1)C1=CC=C(C#N)C=C1 (4-{5-[(4-chlorophenyl)thio]-2-phenyl-1H-imidazol-4-yl}benzonitrile), [H-].[Na+] (NaH), C(C)I (EtI). The solvent is C1CCOC1 (THF). Run at time 5 minute. Yields the product ClC1=CC=C(C=C1)SC1=C(N=C(N1CC)C1=CC=CC=C1)C1=CC=C(C#N)C=C1 (4-{5-[(4-chlorophenyl)thio]-1-ethyl-2-phenyl-1H-imidazol-4-yl}benzonitrile). RXN SMILES: [Cl:1][C:2]1[CH:7]=[CH:6][C:5]([S:8][C:9]2[NH:13][C:12]([C:14]3[CH:19]=[CH:18][CH:17]=[CH:16][CH:15]=3)=[N:11][C:10]=2[C:20]2[CH:27]=[CH:26][C:23]([C:24]#[N:25])=[CH:22][CH:21]=2)=[CH:4][CH:3]=1.[H-].[Na+].[CH2:30](I)[CH3:31]>C1COCC1>[Cl:1][C:2]1[CH:7]=[CH:6][C:5]([S:8][C:9]2[N:13]([CH2:30][CH3:31])[C:12]([C:14]3[CH:19]=[CH:18][CH:17]=[CH:16][CH:15]=3)=[N:11][C:10]=2[C:20]2[CH:21]=[CH:22][C:23]([C:24]#[N:25])=[CH:26][CH:27]=2)=[CH:4][CH:3]=1 |f:1.2|. Procedure: To 4-{5-[(4-chlorophenyl)thio]-2-phenyl-1H-imidazol-4-yl}benzonitrile (Example 2, 10 mg) in THF (1 mL) was added NaH (60% wt, 15 mg) at 0° C. After stirring for 5 min, EtI (0.05 mL) was added. The reaction was stirred at 50° C. overnight, then quenched with aq NH4Cl to adjust the pH to 6-8. The product was extracted with EtOAc and the combined extracts were washed with water, brine, dried over MgSO4, filtered, and concentrated. The residue was subject to silica column chromatography (0-15% EtOAc... The reactants are CS(=O)(=O)CCCC1=CC=NC=C1 (4-(3-methanesulfonyl-propyl)-pyridine), C(C)O (ethanol), Cl (Hydrochloric acid), solution. The reagents and catalysts are [Pt]=O (Platinum oxide). The solvent is O1CCOCC1 (dioxane). Yields the product Cl.Cl.CS(=O)(=O)CCCC1CCNCC1 (4-(3-methanesulfonyl-propyl)-piperidine dihydrochloride). As a reaction SMILES: [CH3:1][S:2]([CH2:5][CH2:6][CH2:7][C:8]1[CH:13]=[CH:12][N:11]=[CH:10][CH:9]=1)(=[O:4])=[O:3].C(O)C.[ClH:17]>O1CCOCC1.[Pt]=O>[ClH:17].[ClH:17].[CH3:1][S:2]([CH2:5][CH2:6][CH2:7][CH:8]1[CH2:13][CH2:12][NH:11][CH2:10][CH2:9]1)(=[O:4])=[O:3] |f:5.6.7|. Procedure details: In a round bottom of flask was charged with 4-(3-methanesulfonyl-propyl)-pyridine (373 mg) and ethanol (5 mL). Hydrochloric acid was added (1 mL, 4N solution in dioxane) with stirring. The mixture was concentrated then the residue was taken in methanol and water. Platinum oxide (21 mg, 0.09 mmol, Aldrich) was added, and the mixture was hydrogenated at 60 psi overnight using a Parr apparatus. Upon completion, the mixture was filtered through Celite and washed thoroughly with methanol. The filtrat... The reactants are C(C)(C)N(CC)C(C)C (Diisopropylethylamine), ClC1=C(C(=O)Cl)C=CC=C1 (2-chloro-benzoyl chloride), Peptide, NC(C(=O)O)CC (2-Amino-butyric acid), Cl[Si](C)(C)C (chloro-trimethyl-silane). Solvent: ClCCl (dichloromethane). The product is ClC1=C(C(=O)NC(C(=O)O)CC)C=CC=C1 (2-(2-chloro-benzoylamino)-butyric acid). Isolated yield 81.4%. As a reaction SMILES: [NH2:1][CH:2]([CH2:6][CH3:7])[C:3]([OH:5])=[O:4].Cl[Si](C)(C)C.C(N(C(C)C)CC)(C)C.[Cl:22][C:23]1[CH:31]=[CH:30][CH:29]=[CH:28][C:24]=1[C:25](Cl)=[O:26]>ClCCl>[Cl:22][C:23]1[CH:31]=[CH:30][CH:29]=[CH:28][C:24]=1[C:25]([NH:1][CH:2]([CH2:6][CH3:7])[C:3]([OH:5])=[O:4])=[O:26]. Procedure details: This compound was prepared according to the procedures described in Int. J. Peptide Protein Res. 1989, 33, 353, and J. Chem. Soc., Chem. Commun. 1995, 2335. 2-Amino-butyric acid (3.87 g, 37.5 mmol) was suspended in 90 mL of dichloromethane, and treated with chloro-trimethyl-silane (9.6 mL, 75 mmol). The mixture was refluxed for 1 h and cooled in an ice bath. Diisopropylethylamine (11.3 mL, 65 mmol) and 2-chloro-benzoyl chloride (4.3 mL, 35.6 mmol) were added. The solution was stirred with coolin... Starting materials: CC(C)=O, O=c1cc(CO)cc2n1CCC2. Product: O=Cc1cc2n(c(=O)c1)CCC2. Reaction SMILES: [CH3:13][C:14](=[O:15])[CH3:16].[OH:1][CH2:2][c:3]1[cH:4][c:5](=[O:12])[n:6]2[c:10]([cH:11]1)[CH2:9][CH2:8][CH2:7]2>>[O:1]=[CH:2][c:3]1[cH:4][c:5](=[O:12])[n:6]2[c:10]([cH:11]1)[CH2:9][CH2:8][CH2:7]2. The reactants are II (iodine), FC=1C=CC(=C(C1)C1=C2C(=NC=C1)N(C=C2)S(=O)(=O)C2=CC=CC=C2)OC (4-(5-fluoro-2-methoxyphenyl)-1-(phenylsulfonyl)-1H-pyrrolo[2,3-b]pyridine), C(C)(C)[N-]C(C)C.[Li+] (lithium diisopropylamide). Run in O1CCCC1 (tetrahydrofuran), O1CCCC1 (tetrahydrofuran), O1CCCC1.CCCCCCC.C(C)C1=CC=CC=C1 (tetrahydrofuran heptane ethylbenzene). Run at temperature -78 celsius, time 30 minute. The product is FC=1C=CC(=C(C1)C1=C2C(=NC=C1)N(C(=C2)I)S(=O)(=O)C2=CC=CC=C2)OC (4-(5-fluoro-2-methoxyphenyl)-2-iodo-1-(phenylsulfonyl)-1H-pyrrolo[2,3-b]pyridine). As a reaction SMILES: [F:1][C:2]1[CH:3]=[CH:4][C:5]([O:26][CH3:27])=[C:6]([C:8]2[CH:13]=[CH:12][N:11]=[C:10]3[N:14]([S:17]([C:20]4[CH:25]=[CH:24][CH:23]=[CH:22][CH:21]=4)(=[O:19])=[O:18])[CH:15]=[CH:16][C:9]=23)[CH:7]=1.C([N-]C(C)C)(C)C.[Li+].[I:36]I>O1CCCC1.O1CCCC1.CCCCCCC.C(C1C=CC=CC=1)C>[F:1][C:2]1[CH:3]=[CH:4][C:5]([O:26][CH3:27])=[C:6]([C:8]2[CH:13]=[CH:12][N:11]=[C:10]3[N:14]([S:17]([C:20]4[CH:25]=[CH:24][CH:23]=[CH:22][CH:21]=4)(=[O:19])=[O:18])[C:15]([I:36])=[CH:16][C:9]=23)[CH:7]=1 |f:1.2,5.6.7|. Procedure: To a solution of Example 87A (4.24 g, 11.09 mmol) in tetrahydrofuran at −78° C. was added dropwise 2M lithium diisopropylamide (8.32 mL, 16.63 mmol) in tetrahydrofuran/heptane/ethylbenzene. After 30 minutes, iodine (5.63 g, 22.18 mmol) in tetrahydrofuran (50 mL) was cannulated into the mixture. The mixture was stirred at −78° C. for 3 hours, quenched with aqueous sodium thiosulfate and extracted with ethyl acetate (twice). The combined organic layers were dried over magnesium sulfate, filtered, ... Reactants: C(C=C)OC=1C=C(OC2=CC=C(CNC3=C(C(=CC=C3)[N+](=O)[O-])C=C)C=C2)C=CC1 (N-{4-[3-(allyloxy)phenoxy]benzyl}-N-(3-nitro-2-vinylphenyl)amine), FC1=C(CBr)C=CC(=C1)F (2,4-difluorobenzyl bromide). The product is C(C=C)OC=1C=C(OC2=CC=C(CN(C3=C(C(=CC=C3)[N+](=O)[O-])C=C)CC3=C(C=C(C=C3)F)F)C=C2)C=CC1 (N-{4-[3-(allyloxy)phenoxy]benzyl}-N-(2,4-difluorobenzyl)-N-(3-nitro-2-vinylphenyl)amine). As a reaction SMILES: [CH2:1]([O:4][C:5]1[CH:6]=[C:7]([CH:28]=[CH:29][CH:30]=1)[O:8][C:9]1[CH:27]=[CH:26][C:12]([CH2:13][NH:14][C:15]2[CH:20]=[CH:19][CH:18]=[C:17]([N+:21]([O-:23])=[O:22])[C:16]=2[CH:24]=[CH2:25])=[CH:11][CH:10]=1)[CH:2]=[CH2:3].[F:31][C:32]1[CH:39]=[C:38]([F:40])[CH:37]=[CH:36][C:33]=1[CH2:34]Br>>[CH2:1]([O:4][C:5]1[CH:6]=[C:7]([CH:28]=[CH:29][CH:30]=1)[O:8][C:9]1[CH:10]=[CH:11][C:12]([CH2:13][N:14]([CH2:34][C:33]2[CH:36]=[CH:37][C:38]([F:40])=[CH:39][C:32]=2[F:31])[C:15]2[CH:20]=[CH:19][CH:18]=[C:17]([N+:21]([O-:23])=[O:22])[C:16]=2[CH:24]=[CH2:25])=[CH:26][CH:27]=1)[CH:2]=[CH2:3]. Reported procedure: The product from Example 87A and 2,4-difluorobenzyl bromide were processed as described in Example 6B to provide the title compound. MS (ESI+) m/z 529 (M+H)+. Starting materials: C(C)(C)(C)OC(CCC1=C(C=C(C=C1)O[Si](C1=CC=CC=C1)(C1=CC=CC=C1)C(C)(C)C)CO)=O (3-[4-(tert-butyldiphenylsilanyloxy)-2-hydroxymethylphenyl]propionic acid tert-butyl ester), C1(CCCCC1)N=C=O (cyclohexylisocyanate), Cl (HCl), CCOCC (ether). Run in C(Cl)Cl (CH2Cl2), C(Cl)Cl (CH2Cl2). Reaction conditions: time 16 hour. The product is C(C)(C)(C)OC(CCC1=C(C=C(C=C1)O[Si](C1=CC=CC=C1)(C1=CC=CC=C1)C(C)(C)C)COC(NC1CCCCC1)=O)=O (3-[4-(tert-Butyldiphenylsilanyloxy)-2-cyclohexylcarbamoyloxymethylphenyl]propionic acid tert-butyl ester). Reaction SMILES: [C:1]([O:5][C:6](=[O:35])[CH2:7][CH2:8][C:9]1[CH:14]=[CH:13][C:12]([O:15][Si:16]([C:29]([CH3:32])([CH3:31])[CH3:30])([C:23]2[CH:28]=[CH:27][CH:26]=[CH:25][CH:24]=2)[C:17]2[CH:22]=[CH:21][CH:20]=[CH:19][CH:18]=2)=[CH:11][C:10]=1[CH2:33][OH:34])([CH3:4])([CH3:3])[CH3:2].[CH:36]1([N:42]=[C:43]=[O:44])[CH2:41][CH2:40][CH2:39][CH2:38][CH2:37]1.Cl.CCOCC>C(Cl)Cl>[C:1]([O:5][C:6](=[O:35])[CH2:7][CH2:8][C:9]1[CH:14]=[CH:13][C:12]([O:15][Si:16]([C:29]([CH3:32])([CH3:31])[CH3:30])([C:17]2[CH:22]=[CH:21][CH:20]=[CH:19][CH:18]=2)[C:23]2[CH:24]=[CH:25][CH:26]=[CH:27][CH:28]=2)=[CH:11][C:10]=1[CH2:33][O:34][C:43](=[O:44])[NH:42][CH:36]1[CH2:41][CH2:40][CH2:39][CH2:38][CH2:37]1)([CH3:4])([CH3:2])[CH3:3]. Procedure details: A 100 mL round bottomed flask under N2 were charged with 3-[4-(tert-butyldiphenylsilanyloxy)-2-hydroxymethylphenyl]propionic acid tert-butyl ester (3.0 g, 6.11 mmol), cyclohexylisocyanate (4.7 mL, 36.7 mmol), and anhydrous CH2Cl2 (25 mL). A 1.0 M HCl solution in ether (3.06 mL, 3.06 mmol) was added, and the reaction mixture was stirred at ambient temperature under a nitrogen atmosphere for 16 h. The mixture was diluted with CH2Cl2 (100 mL), washed with brine, dried (Na2SO4), and concentrated to ...